Dataset: the Open Reaction Database (ORD), a public repository of structured organic reaction records. Task: describe an organic reaction: reactants, conditions, products, and yield Run in N1=CC=CC2=CC=CC=C12 (quinoline). The product is BrC1=C(C=C(C=C1)OC)OCOC (1-Bromo-4-methoxy-2-methoxymethoxybenzene). RXN SMILES: [Br:1][C:2]1[CH:7]=[CH:6][C:5]([O:8][CH3:9])=[CH:4][C:3]=1[OH:10].BrC1C(O)=C([C:18]([O:21][CH3:22])=CC=1)C(O)=O>N1C2C(=CC=CC=2)C=CC=1>[Br:1][C:2]1[CH:7]=[CH:6][C:5]([O:8][CH3:9])=[CH:4][C:3]=1[O:10][CH2:18][O:21][CH3:22]. Procedure: 1-Bromo-2-hydroxy-4-methoxybenzene. 3-Bromo-2-hydroxy-6-methoxybenzoic acid [T. de Paulis et. al., J. Med. Chem., (1985), 28, 1263-1269] (5 g, 0.02 mol) was heated in quinoline (200 mL) at 160° C. for 1 h. On cooling, the product was partitioned between Et2O and 3M HCl. The organic extract was washed with water and brine then dried (MgSO4), filtered and evaporated to give the title compound which was recrystallized from 5% ethyl acetate/hexane (4 g, 97%); m.p. 40°-42° C. Anal. Calc. for C7H7BrO2... Starting materials: BrC1=C(C=C(C=C1)OC)O (1-Bromo-2-hydroxy-4-methoxybenzene), BrC=1C(=C(C(=O)O)C(=CC1)OC)O (3-Bromo-2-hydroxy-6-methoxybenzoic acid). Starting materials: Cl (hydrochloric acid), C1(CC1)C1=C(N=CO1)C(=O)OCC (Ethyl 5-cyclopropyl-4-oxazolecarboxylate). The solvent is C(C)O (ethanol). Reaction conditions: temperature 50 celsius. Product: Cl.NC(C(=O)OCC)C(C1CC1)=O (Ethyl α-amino-β-oxocyclopropanepropanoate Hydrochloride). As a reaction SMILES: [ClH:1].[CH:2]1([C:5]2[O:9]C=[N:7][C:6]=2[C:10]([O:12][CH2:13][CH3:14])=[O:11])[CH2:4][CH2:3]1>C(O)C>[ClH:1].[NH2:7][CH:6]([C:5](=[O:9])[CH:2]1[CH2:4][CH2:3]1)[C:10]([O:12][CH2:13][CH3:14])=[O:11] |f:3.4|. Procedure details: Concentrated hydrochloric acid (21.5 ml) was added to a solution of the product of step (a) (9.3 g) in ethanol (65 ml). The mixture was heated at 50° C. for 1 h, cooled and the solvent was evaporated. Toluene (3×50 ml) was added to the residue and was evaporated after each addition. The residue was triturated with diisopropyl ether (80 ml) to give the title compound (Intermediate 12) as a pale brown powder (6.8 g) m.p. 158°-159° C. Reactants: [OH-].[Na+] (sodium hydroxide), CN1C(CN=C(C2=C1C=CC=C2)C2=CC=CC=C2)CCl (1-methyl-2-chloromethyl-5-phenyl-2,3-dihydro-1H-1,4-benzodiazepine), [N+](=O)([O-])[O-].[K+] (potassium nitrate). Run in C(C)(=O)O (acetic acid), S(O)(O)(=O)=O (sulfuric acid), S(O)(O)(=O)=O (sulfuric acid). Conditions: time 1 hour. The product is Cl.[N+](=O)([O-])C=1C=CC2=C(C(=NCC(N2)CCl)C2=CC=CC=C2)C1 (7-nitro-2-chloromethyl-5-phenyl-2,3-dihydro-1H-1,4-benzodiazepine hydrochloride). RXN SMILES: C[N:2]1[C:8]2[CH:9]=[CH:10][CH:11]=[CH:12][C:7]=2[C:6]([C:13]2[CH:18]=[CH:17][CH:16]=[CH:15][CH:14]=2)=[N:5][CH2:4][CH:3]1[CH2:19][Cl:20].[N+:21]([O-])([O-:23])=[O:22].[K+].[OH-].[Na+]>C(O)(=O)C.S(=O)(=O)(O)O>[ClH:20].[N+:21]([C:11]1[CH:10]=[CH:9][C:8]2[NH:2][CH:3]([CH2:19][Cl:20])[CH2:4][N:5]=[C:6]([C:13]3[CH:18]=[CH:17][CH:16]=[CH:15][CH:14]=3)[C:7]=2[CH:12]=1)([O-:23])=[O:22] |f:1.2,3.4,7.8|. Procedure details: A solution of 3.7 g of 1-methyl-2-chloromethyl-5-phenyl-2,3-dihydro-1H-1,4-benzodiazepine in 20 ml glacial acetic acid and 6 ml concentrated sulfuric acid were reacted at 5° C with a solution of 3.2 g potassium nitrate in 7 ml concentrated sulfuric acid. The reaction mixture was stirred for 1 hour at room temperature, then poured onto ice, made alkaline with dilute sodium hydroxide and extracted with chloroform. The several chloroform extracts were dried and concentrated by evaporation in a vacu... Starting materials: Cl (hydrochloric acid), FC1=CC=C(C2=CC(=CC=C12)F)C(C)=O (1-(4,7-difluoronaphth-1-yl)-ethanone), C(C(C)C)(=O)OCC (Ethyl isobutyrate), [H-].[Na+] (Sodium hydride). Solvent: O1CCOCC1 (dioxane). Run at temperature 0 celsius, time 1 hour. Yields the product FC1=CC=C(C2=CC(=CC=C12)F)C(CC(C(C)C)=O)=O (1-(4,7-difluoronaphth-1-yl)-4-methylpentane-1,3-dione). Isolated yield 60.3%. As a reaction SMILES: [F:1][C:2]1[C:11]2[C:6](=[CH:7][C:8]([F:12])=[CH:9][CH:10]=2)[C:5]([C:13](=[O:15])[CH3:14])=[CH:4][CH:3]=1.[H-].[Na+].[C:18](OCC)(=[O:22])[CH:19]([CH3:21])[CH3:20].Cl>O1CCOCC1>[F:1][C:2]1[C:11]2[C:6](=[CH:7][C:8]([F:12])=[CH:9][CH:10]=2)[C:5]([C:13](=[O:15])[CH2:14][C:18](=[O:22])[CH:19]([CH3:21])[CH3:20])=[CH:4][CH:3]=1 |f:1.2|. Procedure details: 1-(4,7-difluoronaphth-1-yl)-ethanone (0.150 g, 0.72 mmol) was dissolved in dry dioxane (1 mL) and cooled to 0° C. Sodium hydride (0.145 g, 3.6 mmol, 60 wt. % dispersion) was added and the reaction mixture was stirred for 1 hour at room temperature. Ethyl isobutyrate (1.0 mL, 7.2 mmol) was added in one portion and the solution was heated to reflux for 15 minutes. After cooling to room temperature, the reaction mixture was poured onto 10% aqueous hydrochloric acid and extracted with methylene chlo... Starting materials: O1C(=CC=C1)C1=NC(=NC(=C1I)SC)N (4-furan-2-yl-5-iodo-6-methylsulfanyl-pyrimidin-2-ylamine), C(CCC)[Sn](C(=C)OCC)(CCCC)CCCC (tributyl(I-ethoxyvinyl)tin), C([O-])([O-])=O.[Cs+].[Cs+] (cesium carbonate). Reagents/catalysts: [Pd](Cl)Cl.C1(=CC=CC=C1)P(C1=CC=CC=C1)C1=CC=CC=C1.C1(=CC=CC=C1)P(C1=CC=CC=C1)C1=CC=CC=C1 (bis(triphenylphosphine) palladium(II) chloride). Run in O1CCOCC1 (dioxane). Product: C(C)OC(=C)C=1C(=NC(=NC1SC)N)C=1OC=CC1 (5-(1-ethoxy-vinyl)-4-furan-2-yl-6-methylsulfanyl-pyrimidin-2-ylamine). Isolated yield 78.1%. As a reaction SMILES: [O:1]1[CH:5]=[CH:4][CH:3]=[C:2]1[C:6]1[C:11](I)=[C:10]([S:13][CH3:14])[N:9]=[C:8]([NH2:15])[N:7]=1.C([Sn](CCCC)(CCCC)[C:21]([O:23][CH2:24][CH3:25])=[CH2:22])CCC.C(=O)([O-])[O-].[Cs+].[Cs+]>O1CCOCC1.[Pd](Cl)Cl.C1(P(C2C=CC=CC=2)C2C=CC=CC=2)C=CC=CC=1.C1(P(C2C=CC=CC=2)C2C=CC=CC=2)C=CC=CC=1>[CH2:24]([O:23][C:21]([C:11]1[C:6]([C:2]2[O:1][CH:5]=[CH:4][CH:3]=2)=[N:7][C:8]([NH2:15])=[N:9][C:10]=1[S:13][CH3:14])=[CH2:22])[CH3:25] |f:2.3.4,6.7.8|. Reported procedure: To a stirred solution of 1.12 g (3.37 mmol) 4-furan-2-yl-5-iodo-6-methylsulfanyl-pyrimidin-2-ylamine in 30 ml dioxane under argon at room temperature were added 1.25 ml (3.70 mmol) tributyl(I-ethoxyvinyl)tin, 236 mg (0.34 mmol) bis(triphenylphosphine) palladium(II) chloride and 2.19 g (6.74 mmol) cesium carbonate. The reaction mixture was heated at reflux for 16 h, then cooled to room temperature, 1 g of kieselgel added, and the mixture concentrated in vacuo. Flash chromatography (1/2 ethyl acet...